Dataset: the Open Reaction Database (ORD), a public repository of structured organic reaction records. Task: describe an organic reaction: reactants, conditions, products, and yield The reactants are [N+](=O)([O-])C=1C=C(C=CC1)C1=NOC(C1)CCC=O (3-[3-(3-Nitrophenyl)-4,5-dihydroisoxazol-5-yl]propanal), C1(=CC=CC=C1)N1CCNCC1 (1-phenylpiperazine), [BH-](OC(=O)C)(OC(=O)C)OC(=O)C.[Na+] (NaBH(OAc)3). The solvent is C(Cl)Cl (methylene chloride). Product: [N+](=O)([O-])C=1C=C(C=CC1)C1=NOC(C1)CCCN1CCN(CC1)C1=CC=CC=C1 (1-{3-[3-(3-nitrophenyl)-4,5-dihydroisoxazol-5-yl]propyl}4-phenylpiperazine). The yield is 58.5%. RXN SMILES: [N+:1]([C:4]1[CH:5]=[C:6]([C:10]2[CH2:14][CH:13]([CH2:15][CH2:16][CH:17]=O)[O:12][N:11]=2)[CH:7]=[CH:8][CH:9]=1)([O-:3])=[O:2].[C:19]1([N:25]2[CH2:30][CH2:29][NH:28][CH2:27][CH2:26]2)[CH:24]=[CH:23][CH:22]=[CH:21][CH:20]=1.[BH-](OC(C)=O)(OC(C)=O)OC(C)=O.[Na+]>C(Cl)Cl>[N+:1]([C:4]1[CH:5]=[C:6]([C:10]2[CH2:14][CH:13]([CH2:15][CH2:16][CH2:17][N:28]3[CH2:29][CH2:30][N:25]([C:19]4[CH:24]=[CH:23][CH:22]=[CH:21][CH:20]=4)[CH2:26][CH2:27]3)[O:12][N:11]=2)[CH:7]=[CH:8][CH:9]=1)([O-:3])=[O:2] |f:2.3|. Procedure: 3-[3-(3-Nitrophenyl)-4,5-dihydroisoxazol-5-yl]propanal (33.7 mg, 0.135 mmol), 1-phenylpiperazine (20.0 mg, 0.123 mmol), molecular sieve (5 beads) and NaBH(OAc)3 (78.4 mg, 0.369 mmol) were reacted in 3 mL of methylene chloride for about 12 hr. With the following processes the same as in Example 1, 28.4 mg (58.4%) of the target compound was obtained. Starting materials: C(C)(=O)C1=C(C=C2C(C(=CN(C2=C1F)CC)C(=O)OCC)=O)F (ethyl 7-acetyl-1-ethyl-6,8-difluoro-1,4-dihydro-4-oxo-3-quinolinecarboxylate), C(C)(C)(C)OC(N(C)C)OC(C)(C)C (bis t-butoxydimethylaminomethane). The solvent is CN(C=O)C (dimethylformamide). Conditions: time 8 hour. Yields the product CN(C=CC(=O)C1=C(C=C2C(C(=CN(C2=C1F)CC)C(=O)OCC)=O)F)C (ethyl 7-(2'-dimethylaminoethenyl)carbonyl-1-ethyl-6,8-difluoro-1,4-dihydro-4-oxo-3-quinolinecarboxylate). Reaction SMILES: [C:1]([C:4]1[C:13]([F:14])=[C:12]2[C:7]([C:8](=[O:22])[C:9]([C:17]([O:19][CH2:20][CH3:21])=[O:18])=[CH:10][N:11]2[CH2:15][CH3:16])=[CH:6][C:5]=1[F:23])(=[O:3])[CH3:2].C(O[CH:29](OC(C)(C)C)[N:30]([CH3:32])[CH3:31])(C)(C)C>CN(C)C=O>[CH3:29][N:30]([CH3:32])[CH:31]=[CH:2][C:1]([C:4]1[C:13]([F:14])=[C:12]2[C:7]([C:8](=[O:22])[C:9]([C:17]([O:19][CH2:20][CH3:21])=[O:18])=[CH:10][N:11]2[CH2:15][CH3:16])=[CH:6][C:5]=1[F:23])=[O:3]. Procedure: To 5.00 g (15.5 mmol) of the ethyl 7-acetyl-1-ethyl-6,8-difluoro-1,4-dihydro-4-oxo-3-quinolinecarboxylate in 65 ml of dimethylformamide was added 4.27 ml (1.3 eq) of bis t-butoxydimethylaminomethane. The mixture was taken to 55° C. overnight. The mixture was concentrated and the solids suspended in ethyl ether. Filtration gave 4.88 g of the ethyl 7-(2'-dimethylaminoethenyl)carbonyl-1-ethyl-6,8-difluoro-1,4-dihydro-4-oxo-3-quinolinecarboxylate, mp 175°-177° C. Product: CCCCOC(C)n1cncn1. Starting materials: CC#N, CCCCOC(C)Cl, c1nc[nH]n1. Reaction SMILES: [CH3:14][C:15]#[N:16].[Cl:1][CH:2]([CH3:3])[O:4][CH2:5][CH2:6][CH2:7][CH3:8].[nH:9]1[n:10][cH:11][n:12][cH:13]1>>[CH:2]([CH3:3])([O:4][CH2:5][CH2:6][CH2:7][CH3:8])[n:9]1[n:10][cH:11][n:12][cH:13]1. Starting materials: C(=O)(OC(C)(C)C)NC(=NC(=O)OC(C)(C)C)N1N=CC=C1 (N,N′-Di-Boc-1H-pyrazole-1-carboxamidine), NCCCCCOC=1C(=CC=C2C(=CC(OC12)=O)NC1=C(C=NC=C1Cl)Cl)OC (8-(5-Aminopentyloxy)-4-(3,5-dichloropyridin-4-ylamino)-7-methoxy-2H-chromen-2-one), FC(C(=O)O)(F)F (trifluoroacetic acid). Run in ClCCl (dichloromethane). Reaction conditions: time 30 minute. The product is ClC=1C=NC=C(C1NC1=CC(OC2=C(C(=CC=C12)OC)OCCCCCNC(=N)N)=O)Cl (1-(5-(4-(3,5-dichloropyridin-4-ylamino)-7-methoxy-2-oxo-2H-chromen-8-yloxy)pentyl)guanidine). RXN SMILES: C([NH:8][C:9]([N:18]1[CH:22]=[CH:21][CH:20]=N1)=[N:10]C(OC(C)(C)C)=O)(OC(C)(C)C)=O.NCCC[CH2:27][CH2:28][O:29][C:30]1[C:31]([O:50][CH3:51])=[CH:32][CH:33]=[C:34]2[C:39]=1[O:38][C:37](=[O:40])[CH:36]=[C:35]2[NH:41][C:42]1[C:47]([Cl:48])=[CH:46][N:45]=[CH:44][C:43]=1[Cl:49].FC(F)(F)C(O)=O>ClCCl>[Cl:49][C:43]1[CH:44]=[N:45][CH:46]=[C:47]([Cl:48])[C:42]=1[NH:41][C:35]1[C:34]2[C:39](=[C:30]([O:29][CH2:28][CH2:27][CH2:20][CH2:21][CH2:22][NH:18][C:9]([NH2:8])=[NH:10])[C:31]([O:50][CH3:51])=[CH:32][CH:33]=2)[O:38][C:37](=[O:40])[CH:36]=1. Procedure: N,N′-Di-Boc-1H-pyrazole-1-carboxamidine (40 mg, 0.13 mmol) was added to a mixture of 8-(5-aminopentyloxy)-4-(3,5-dichloropyridin-4-ylamino)-7-methoxy-2H-chromen-2-one (40 mg, 0.09 mmol, Example 68) and dichloromethane (3 mL). After stirring for 30 min, trifluoroacetic acid (0.3 mL) was added. After an additional 19 h, the reaction was concentrated and purified by reverse-phase HPLC (1:9→3:2; acetonitrile:water) to give to give 1-(5-(4-(3,5-dichloropyridin-4-ylamino)-7-methoxy-2-oxo-2H-chromen-8-... Reactants: ClC1=CC=C(CN2CCN(CCC2)CCCS)C=C1 (3-[4-(4-chlorobenzyl)homopiperazin-1-yl]-propanethiol). The solvent is [OH-].[Na+] (sodium hydroxide). Reaction conditions: time 8 day. The product is Cl.Cl.Cl.Cl.C(CCSSCCCN1CCN(CCC1)CC1=CC=C(C=C1)Cl)N1CCN(CCC1)CC1=CC=C(C=C1)Cl (1,1'-(dithiodi-3,1-propanediyl)bis[4-(4-chlorobenzyl) homopiperizine] tetrahydrochloride). As a reaction SMILES: [Cl:1][C:2]1[CH:19]=[CH:18][C:5]([CH2:6][N:7]2[CH2:13][CH2:12][CH2:11][N:10]([CH2:14][CH2:15][CH2:16][SH:17])[CH2:9][CH2:8]2)=[CH:4][CH:3]=1>[OH-].[Na+]>[ClH:1].[ClH:1].[ClH:1].[ClH:1].[CH2:14]([N:10]1[CH2:11][CH2:12][CH2:13][N:7]([CH2:6][C:5]2[CH:4]=[CH:3][C:2]([Cl:1])=[CH:19][CH:18]=2)[CH2:8][CH2:9]1)[CH2:15][CH2:16][S:17][S:17][CH2:16][CH2:15][CH2:14][N:10]1[CH2:11][CH2:12][CH2:13][N:7]([CH2:6][C:5]2[CH:18]=[CH:19][C:2]([Cl:1])=[CH:3][CH:4]=2)[CH2:8][CH2:9]1 |f:1.2,3.4.5.6.7|. Procedure: A mixture of 3-[4-(4-chlorobenzyl)homopiperazin-1-yl]-propanethiol (4.0 g) and 2N sodium hydroxide (50 ml) is stirred at room temperature for 8 days. The product is extracted with ether, dried, and concentrated to give a yellow oil, which is purified on a silica gel column (methylene chloride:methanol, 95:5). The resulting yellow oil (1.5 g) is dissolved in ether and the salt precipitated with ethereal hydrochloric acid. Recrystallization from ethanol provided 1,1'-(dithiodi-3,1-propanediyl)bis[... Reactants: C(#N)C1=C(O)C=CC(=C1C#N)O (2,3-dicyanohydroquinone), CI (methyl iodide), C([O-])([O-])=O.[K+].[K+] (potassium carbonate). The solvent is O (water). The product is COC1=C(C(C#N)=C(C=C1)OC)C#N (3,6-dimethoxyphthalonitrile). As a reaction SMILES: [C:1]([C:3]1[C:9]([C:10]#[N:11])=[C:8]([OH:12])[CH:7]=[CH:6][C:4]=1O)#[N:2].[CH3:13]I.[C:15](=[O:18])([O-])[O-].[K+].[K+]>O>[CH3:13][O:12][C:8]1[CH:7]=[CH:6][C:4]([O:18][CH3:15])=[C:3]([C:1]#[N:2])[C:9]=1[C:10]#[N:11] |f:2.3.4|. Reported procedure: A mixture of 17.1 g. of 2,3-dicyanohydroquinone, 143.5 g. of methyl iodide and 43.5 g. of potassium carbonate is stirred in dimethylformide for approximately 20 hours. The mixture is then treated with 1 liter of water and filtered. The precipitate is washed with water and methanol and dried to yield 3,6-dimethoxyphthalonitrile. The nitrile is then slurried in 150 ml. of sodium hydroxide and heated at 115° C. for approximately seven hours. The resulting solution is cooled, filtered and acidified ...